From a dataset of the Open Reaction Database (ORD), a public repository of structured organic reaction records. describe an organic reaction: reactants, conditions, products, and yield The reactants are CC(C)OC(=NC#N)c1ccncc1, CCOCC, CO, CO, Nc1ccccc1. Yields the product N#CNC(=Nc1ccccc1)c1ccncc1. Reaction SMILES: [C:1](#[N:2])[N:3]=[C:4]([O:5][CH:6]([CH3:7])[CH3:8])[c:9]1[cH:10][cH:11][n:12][cH:13][cH:14]1.[CH2:22]([O:23][CH2:24][CH3:25])[CH3:26].[CH3:27][OH:28].[CH3:29][OH:30].[NH2:15][c:16]1[cH:17][cH:18][cH:19][cH:20][cH:21]1>>[C:1](#[N:2])[NH:3][C:4]([c:9]1[cH:10][cH:11][n:12][cH:13][cH:14]1)=[N:15][c:16]1[cH:17][cH:18][cH:19][cH:20][cH:21]1. The reactants are CON=C(Cl)c1ccccc1S(=O)(=O)Cl, N, C1CCOC1. Product: CON=C(Cl)c1ccccc1S(N)(=O)=O. RXN SMILES: [Cl:1][S:2](=[O:3])(=[O:4])[c:5]1[c:6]([C:11](=[N:12][O:13][CH3:14])[Cl:15])[cH:7][cH:8][cH:9][cH:10]1.[NH3:16].[O:17]1[CH2:18][CH2:19][CH2:20][CH2:21]1>>[S:2](=[O:3])(=[O:4])([c:5]1[c:6]([C:11](=[N:12][O:13][CH3:14])[Cl:15])[cH:7][cH:8][cH:9][cH:10]1)[NH2:16]. RXN SMILES: [Cl:1][C:2]1[CH:3]=[C:4]([C:9]([C:11]([F:14])([F:13])[F:12])=[CH2:10])[CH:5]=[C:6]([Cl:8])[CH:7]=1.[Br:15][C:16]1[CH:24]=[CH:23][C:19](Cl)([CH:20]=[N:21][OH:22])[CH2:18][C:17]=1[CH3:26].C(=O)([O-])O.[K+]>O1CCCC1>[Br:15][C:16]1[CH:24]=[CH:23][C:19]([C:20]2[CH2:10][C:9]([C:4]3[CH:3]=[C:2]([Cl:1])[CH:7]=[C:6]([Cl:8])[CH:5]=3)([C:11]([F:14])([F:12])[F:13])[O:22][N:21]=2)=[CH:18][C:17]=1[CH3:26] |f:2.3|. Procedure details: In a solution of 22.7 g of 3,5-dichloro-1-(1-trifluoromethylethenyl)benzene produced in Step 1 of Synthetic Example 3 and 26.0 g of 4-bromo-1-chloro-3-methylbenzaldoxime in 120 ml of tetrahydrofuran, 15.7 g of potassium hydrogen carbonate was added, and stirred under reflux with heat for 5 hours. After the completion of the reaction, the reaction mixture was left and cooled to room temperature, insoluble material was filtered off, then the solvent was distilled off under reduced pressure. 150 ml... The product is BrC1=C(C=C(C=C1)C1=NOC(C1)(C(F)(F)F)C1=CC(=CC(=C1)Cl)Cl)C (3-(4-bromo-3-methylphenyl)-5-(3,5-dichlorophenyl)-5-trifluoromethyl-4,5-dihydroisoxazole). Run in O1CCCC1 (tetrahydrofuran). Yield: 90.5%. Reactants: ClC=1C=C(C=C(C1)Cl)C(=C)C(F)(F)F (3,5-dichloro-1-(1-trifluoromethylethenyl)benzene), BrC1=C(CC(C=NO)(C=C1)Cl)C (4-bromo-1-chloro-3-methylbenzaldoxime), C(O)([O-])=O.[K+] (potassium hydrogen carbonate). Reactants: C(C)(C)(C)OC(NC1=C(C=C(C=C1)OC)CC(C(CC)C)O)=O (tert-butyl[2-(2-hydroxy-3-methylpentyl)-4-methoxyphenyl]carbamate), FC(C(=O)O)(F)F (trifluoroacetic acid). Solvent: ClCCl (dichloromethane). Run at time 2 hour. The product is CC(CC)C=1NC2=CC=C(C=C2C1)OC (2-(Butan-2-yl)-5-methoxy-1H-indole). Yield: 87.7%. Reaction SMILES: C(OC(=O)[NH:7][C:8]1[CH:13]=[CH:12][C:11]([O:14][CH3:15])=[CH:10][C:9]=1[CH2:16][CH:17](O)[CH:18]([CH3:21])[CH2:19][CH3:20])(C)(C)C.FC(F)(F)C(O)=O>ClCCl>[CH3:21][CH:18]([C:17]1[NH:7][C:8]2[C:9]([CH:16]=1)=[CH:10][C:11]([O:14][CH3:15])=[CH:12][CH:13]=2)[CH2:19][CH3:20]. Procedure: To a solution of tert-butyl[2-(2-hydroxy-3-methylpentyl)-4-methoxyphenyl]carbamate (2.65 g) in dichloromethane (25 mL) was added trifluoroacetic acid (5 mL) under ice-cooling. This mixture was stirred at room temperature for 2 hours. The reaction mixture was concentrated under reduced pressure. To the residue were added ethyl acetate and saturated aqueous sodium hydrogen carbonate solution to separate the organic layer. The organic layer was washed with water and saturated brine successively, dr...